Dataset: the Open Reaction Database (ORD), a public repository of structured organic reaction records. Task: describe an organic reaction: reactants, conditions, products, and yield Starting materials: CO, COC(=O)c1cc(OC)nc(N2CCC(NC(=O)c3[nH]c(C)c(Cl)c3Cl)CC2)n1, [Li+], [OH-]. Product: COc1cc(C(=O)O)nc(N2CCC(NC(=O)c3[nH]c(C)c(Cl)c3Cl)CC2)n1. RXN SMILES: [CH3:32][OH:33].[Cl:3][c:4]1[c:5]([C:11](=[O:12])[NH:13][CH:14]2[CH2:15][CH2:16][N:17]([c:20]3[n:21][c:22]([O:30][CH3:31])[cH:23][c:24]([C:26](=[O:27])[O:28][CH3:29])[n:25]3)[CH2:18][CH2:19]2)[nH:6][c:7]([CH3:10])[c:8]1[Cl:9].[Li+:1].[OH-:2]>>[Cl:3][c:4]1[c:5]([C:11](=[O:12])[NH:13][CH:14]2[CH2:15][CH2:16][N:17]([c:20]3[n:21][c:22]([O:30][CH3:31])[cH:23][c:24]([C:26](=[O:27])[OH:28])[n:25]3)[CH2:18][CH2:19]2)[nH:6][c:7]([CH3:10])[c:8]1[Cl:9]. Starting materials: O=C1N(C(C2=CC=CC=C12)=O)CCC1=NC2=CC=CC=C2C(=N1)C(=O)OCC (ethyl 2-[2-(1,3-dioxo-2,3-dihydro-1H-isoindol-2-yl)ethyl]quinazoline-4-carboxylate), [OH-].[K+] (KOH), Cl (hydrogen chloride). Solvent: O (water), O (water). The product is NCCC1=NC2=CC=CC=C2C(=N1)C(=O)O (2-(2-aminoethyl)quinazoline-4-carboxylic acid). As a reaction SMILES: O=C1C2C(=CC=CC=2)C(=O)[N:3]1[CH2:12][CH2:13][C:14]1[N:23]=[C:22]([C:24]([O:26]CC)=[O:25])[C:21]2[C:16](=[CH:17][CH:18]=[CH:19][CH:20]=2)[N:15]=1.[OH-].[K+].Cl>O>[NH2:3][CH2:12][CH2:13][C:14]1[N:23]=[C:22]([C:24]([OH:26])=[O:25])[C:21]2[C:16](=[CH:17][CH:18]=[CH:19][CH:20]=2)[N:15]=1 |f:1.2|. Procedure: Into a 250-mL 4-necked round-bottom flask, was placed ethyl 2-[2-(1,3-dioxo-2,3-dihydro-1H-isoindol-2-yl)ethyl]quinazoline-4-carboxylate (7 g, 18.65 mmol, 1.00 equiv). This was followed by the addition of KOH (20.9 g, 372.51 mmol, 19.98 equiv) in water (20 mL) dropwise with stirring. The resulting solution was stirred for 18 h at 100° C. The reaction was then poured into 250 mL of water. The pH value of the solution was adjusted to 7 with hydrogen chloride (2 mol/L). The resulting solution was e... The reactants are Cl.CC(C[C@@H](CO)NCC(C)C)C ((2S)4-methyl-2-(isobutylamino)pentan-1-ol HCl salt), C(=S)=S (CS2), C(=O)([O-])[O-].[Cs+].[Cs+] (Cs2CO3). Solvent: CC(CC)=O (2-butanone). Yields the product C(C(C)C)N1C(SC[C@@H]1CC(C)C)=S ((4S)-3,4diisobutyl 1,3-thiazolidin-2-thione). Yield: 47.5%. Reaction SMILES: Cl.[CH3:2][CH:3]([CH3:13])[CH2:4][C@H:5]([NH:8][CH2:9][CH:10]([CH3:12])[CH3:11])[CH2:6]O.[C:14](=[S:16])=[S:15].C([O-])([O-])=O.[Cs+].[Cs+]>CC(=O)CC>[CH2:9]([N:8]1[C@@H:5]([CH2:4][CH:3]([CH3:13])[CH3:2])[CH2:6][S:16][C:14]1=[S:15])[CH:10]([CH3:12])[CH3:11] |f:0.1,3.4.5|. Reported procedure: To a mixture of (2S)4-methyl-2-(isobutylamino)pentan-1-ol HCl salt (Method B4c; 0.21 g, 1.0 mmol) and CS2 (0.30 mL, 5.0 mmol, 5.0 equiv.) in 2-butanone (20 mL) was added Cs2CO3 (0.72 g, 2.20 mmol, 2.2 equiv.) and the resulting mixture was heated at the reflux temp. overnight. The resulting orange solution was concentrated under reduced pressure and the residue was triturated with EtOAc (25 mL). The remaining solids were washed with EtOAc (25 mL), and the combined EtOAc phases were concentrated u... Starting materials: CCN(C(=O)C(=O)[O-])c1cc(C#N)c(Cl)c(N)c1Cl, ClCCl, [Na+], [Na], [OH-], O. Yields the product N#Cc1cc(NC(=O)C(=O)O)c(Cl)c(N)c1Cl. As a reaction SMILES: [CH2:1]([CH3:2])[N:3]([C:4]([C:5](=[O:6])[O-:7])=[O:8])[c:9]1[c:10]([Cl:19])[c:11]([NH2:18])[c:12]([Cl:17])[c:13]([C:15]#[N:16])[cH:14]1.[CH2:20]([Cl:21])[Cl:22].[Na+:24].[Na:25].[OH-:23].[OH2:26]>>[NH:3]([C:4]([C:5](=[O:6])[OH:7])=[O:8])[c:9]1[c:10]([Cl:19])[c:11]([NH2:18])[c:12]([Cl:17])[c:13]([C:15]#[N:16])[cH:14]1. Starting materials: CC(=O)O[BH-](OC(C)=O)OC(C)=O, O=Cc1ccc(Cl)cc1, CC(Cl)Cl, Fc1ccc(C2CCN(CC3CNCC3C3CC3)CC2)cc1, [K+], [K+], [Na+], O=C([O-])[O-], O. The product is Fc1ccc(C2CCN(CC3CN(Cc4ccc(Cl)cc4)CC3C3CC3)CC2)cc1. Reaction SMILES: [C:32]([O:33][BH-:34]([O:35][C:36](=[O:37])[CH3:38])[O:39][C:40](=[O:41])[CH3:42])(=[O:43])[CH3:44].[Cl:23][c:24]1[cH:25][cH:26][c:27]([CH:28]=[O:29])[cH:30][cH:31]1.[Cl:52][CH:53]([Cl:54])[CH3:55].[F:1][c:2]1[cH:3][cH:4][c:5]([CH:8]2[CH2:9][CH2:10][N:11]([CH2:14][CH:15]3[CH2:16][NH:17][CH2:18][CH:19]3[CH:20]3[CH2:21][CH2:22]3)[CH2:12][CH2:13]2)[cH:6][cH:7]1.[K+:46].[K+:47].[Na+:45].[O-:48][C:49]([O-:50])=[O:51].[OH2:56]>>[F:1][c:2]1[cH:3][cH:4][c:5]([CH:8]2[CH2:9][CH2:10][N:11]([CH2:14][CH:15]3[CH2:16][N:17]([CH2:28][c:27]4[cH:26][cH:25][c:24]([Cl:23])[cH:31][cH:30]4)[CH2:18][CH:19]3[CH:20]3[CH2:21][CH2:22]3)[CH2:12][CH2:13]2)[cH:6][cH:7]1. The reactants are COC=1C=C2C(=CN=CC2=CC1OC)CCN1CC(CCC1)CN1C=CC2=C(CC1=O)C=C(C(=C2)OC)OC (3-[(N-(2-(6,7-dimethoxy-isoquinol-4-yl)-ethyl)-piperidin-3-yl)-methyl]-7,8-dimethoxy-2-oxo-1,3-dihydro-2H-3benzazepine), [H][H] (hydrogen). The reagents and catalysts are [Pd] (palladium/charcoal). The solvent is C(C)O (ethanol). The product is COC=1C=C2C(=CN=CC2=CC1OC)CCN1CC(CCC1)CN1CCC2=C(CC1=O)C=C(C(=C2)OC)OC (3-[(N-(2-(6,7-Dimethoxy-isoquinol-4-yl)-ethyl)-piperidin-3-yl)-methyl]-7,8-dimethoxy-2-oxo-1,3,4,5-tetrahydro-2H-3-benzazepine). As a reaction SMILES: [CH3:1][O:2][C:3]1[CH:4]=[C:5]2[C:10](=[CH:11][C:12]=1[O:13][CH3:14])[CH:9]=[N:8][CH:7]=[C:6]2[CH2:15][CH2:16][N:17]1[CH2:22][CH2:21][CH2:20][CH:19]([CH2:23][N:24]2[C:30](=[O:31])[CH2:29][C:28]3[CH:32]=[C:33]([O:38][CH3:39])[C:34]([O:36][CH3:37])=[CH:35][C:27]=3[CH:26]=[CH:25]2)[CH2:18]1.[H][H]>C(O)C.[Pd]>[CH3:1][O:2][C:3]1[CH:4]=[C:5]2[C:10](=[CH:11][C:12]=1[O:13][CH3:14])[CH:9]=[N:8][CH:7]=[C:6]2[CH2:15][CH2:16][N:17]1[CH2:22][CH2:21][CH2:20][CH:19]([CH2:23][N:24]2[C:30](=[O:31])[CH2:29][C:28]3[CH:32]=[C:33]([O:38][CH3:39])[C:34]([O:36][CH3:37])=[CH:35][C:27]=3[CH2:26][CH2:25]2)[CH2:18]1. Procedure: Prepared from 3-[(N-(2-(6,7-dimethoxy-isoquinol-4-yl)-ethyl)-piperidin-3-yl)-methyl]-7,8-dimethoxy-2-oxo-1,3-dihydro-2H-3benzazepine by hydrogenation at 5 bar hydrogen pressure with 10% palladium/charcoal in ethanol at 70° C. analogously to Example 5. RXN SMILES: [F:1][c:2]1[cH:3][cH:4][c:5]([CH:8]([CH2:9][CH2:10][CH2:11][Br:12])[c:13]2[cH:14][cH:15][c:16]([F:19])[cH:17][cH:18]2)[cH:6][cH:7]1.[N:20]1([c:26]2[cH:27][cH:28][c:29]([C:30](=[O:31])[O:32][CH2:33][CH3:34])[cH:35][cH:36]2)[CH2:21][CH2:22][NH:23][CH2:24][CH2:25]1>>[F:1][c:2]1[cH:3][cH:4][c:5]([CH:8]([CH2:9][CH2:10][CH2:11][N:23]2[CH2:22][CH2:21][N:20]([c:26]3[cH:27][cH:28][c:29]([C:30](=[O:31])[O:32][CH2:33][CH3:34])[cH:35][cH:36]3)[CH2:25][CH2:24]2)[c:13]2[cH:14][cH:15][c:16]([F:19])[cH:17][cH:18]2)[cH:6][cH:7]1. Starting materials: Fc1ccc(C(CCCBr)c2ccc(F)cc2)cc1, CCOC(=O)c1ccc(N2CCNCC2)cc1. Yields the product CCOC(=O)c1ccc(N2CCN(CCCC(c3ccc(F)cc3)c3ccc(F)cc3)CC2)cc1. Starting materials: CCO, C=Cc1ccc2c(c1)OCO2, Cl, NC(CS)C(=O)O, [Na+], [OH-], O, O. Product: NC(CSCCc1ccc2c(c1)OCO2)C(=O)O. As a reaction SMILES: [CH3:24][CH2:25][OH:26].[CH:12](=[CH2:13])[c:14]1[cH:15][c:16]2[c:17]([cH:21][cH:22]1)[O:18][CH2:19][O:20]2.[ClH:8].[NH2:1][CH:2]([CH2:3][SH:4])[C:5]([OH:6])=[O:7].[Na+:11].[OH-:10].[OH2:23].[OH2:9]>>[NH2:1][CH:2]([CH2:3][S:4][CH2:13][CH2:12][c:14]1[cH:15][c:16]2[c:17]([cH:21][cH:22]1)[O:18][CH2:19][O:20]2)[C:5]([OH:6])=[O:7]. RXN SMILES: [CH3:40][CH2:41][O:42][CH2:43][CH2:44][OH:45].[Cl:1][c:2]1[c:3]2[cH:4][c:5]3[c:6]([n:7][c:8]2[n:9][cH:10][c:11]1[C:12]#[N:13])[cH:14][c:15]([O:20][CH3:21])[c:16]([O:18][CH3:19])[cH:17]3.[Cl:22][c:23]1[c:24]([NH2:25])[cH:26][c:27]([O:31][CH3:32])[c:28]([Cl:30])[cH:29]1.[ClH:33].[n:34]1[cH:35][cH:36][cH:37][cH:38][cH:39]1>>[c:2]1([NH:25][c:24]2[c:23]([Cl:22])[cH:29][c:28]([Cl:30])[c:27]([O:31][CH3:32])[cH:26]2)[c:3]2[cH:4][c:5]3[c:6]([n:7][c:8]2[n:9][cH:10][c:11]1[C:12]#[N:13])[cH:14][c:15]([O:20][CH3:21])[c:16]([O:18][CH3:19])[cH:17]3. The reactants are CCOCCO, COc1cc2cc3c(Cl)c(C#N)cnc3nc2cc1OC, COc1cc(N)c(Cl)cc1Cl, Cl, c1ccncc1. Yields the product COc1cc(Nc2c(C#N)cnc3nc4cc(OC)c(OC)cc4cc23)c(Cl)cc1Cl. Reactants: C1CCOC1, CN=C=O, CC(=O)O, CO, [Li]c1ccccc1, Nc1nc(N)c(-c2nc(-c3cccc(NC(=O)c4ccc(Cl)s4)c3)cs2)s1. Yields the product CNC(=O)Nc1nc(N)c(-c2nc(-c3cccc(NC(=O)c4ccc(Cl)s4)c3)cs2)s1. As a reaction SMILES: [CH2:43]1[O:44][CH2:45][CH2:46][CH2:47]1.[CH3:35][N:36]=[C:37]=[O:38].[CH3:39][C:40](=[O:41])[OH:42].[CH3:48][OH:49].[Li:28][c:29]1[cH:30][cH:31][cH:32][cH:33][cH:34]1.[NH2:1][c:2]1[s:3][c:4](-[c:8]2[s:9][cH:10][c:11](-[c:13]3[cH:14][c:15]([NH:19][C:20](=[O:21])[c:22]4[s:23][c:24]([Cl:27])[cH:25][cH:26]4)[cH:16][cH:17][cH:18]3)[n:12]2)[c:5]([NH2:7])[n:6]1>>[NH:1]([c:2]1[s:3][c:4](-[c:8]2[s:9][cH:10][c:11](-[c:13]3[cH:14][c:15]([NH:19][C:20](=[O:21])[c:22]4[s:23][c:24]([Cl:27])[cH:25][cH:26]4)[cH:16][cH:17][cH:18]3)[n:12]2)[c:5]([NH2:7])[n:6]1)[C:37]([NH:36][CH3:35])=[O:38].